The task is: describe an organic reaction: reactants, conditions, products, and yield. This data is from the Open Reaction Database (ORD), a public repository of structured organic reaction records. Starting materials: IC=1C=C(C=O)C=CC1 (3-iodobenzaldehyde), FC(C1=CC=C(C=C1)S)(F)F (4-(trifluoromethyl)benzenethiol), C(CO)O (ethylene glycol), C([O-])([O-])=O.[K+].[K+] (potassium carbonate). Reagents/catalysts: [Cu]I (copper (I) iodide). Solvent: C(Cl)Cl (DCM), C(C)(C)O (isopropanol). Conditions: temperature 85 celsius. The product is FC(C1=CC=C(C=C1)SC=1C=C(C=O)C=CC1)(F)F (3-(4-(Trifluoromethyl)phenylthio)benzaldehyde). The yield is 44.5%. As a reaction SMILES: I[C:2]1[CH:3]=[C:4]([CH:7]=[CH:8][CH:9]=1)[CH:5]=[O:6].[F:10][C:11]([F:20])([F:19])[C:12]1[CH:17]=[CH:16][C:15]([SH:18])=[CH:14][CH:13]=1.C(O)CO.C(=O)([O-])[O-].[K+].[K+]>C(Cl)Cl.[Cu]I.C(O)(C)C>[F:20][C:11]([F:10])([F:19])[C:12]1[CH:13]=[CH:14][C:15]([S:18][C:2]2[CH:3]=[C:4]([CH:7]=[CH:8][CH:9]=2)[CH:5]=[O:6])=[CH:16][CH:17]=1 |f:3.4.5|. Procedure: To a sealed tube flushed with nitrogen, was added 3-iodobenzaldehyde 31.1 (300 mg, 1.29 mmol), 4-(trifluoromethyl)benzenethiol (230 mg, 1.29 mmol), copper (I) iodide (24.6 mg, 0.129 mmol), ethylene glycol (0.144 mL, 2.59 mmol), potassium carbonate (357 mg, 2.59 mmol), and isopropanol (6.50 mL). The reaction mixture was heated at 85° C. for 48 hours. The reaction was then cooled and diluted with DCM and filtered over a pad of diatomaceous earth. The filtrate was concentrated, and the residue was ... Product: CCCCc1nc(Cl)c(C(=O)OCP(=O)(OCC)OCC)n1Cc1ccc(-c2ccccc2-c2nnnn2C(c2ccccc2)(c2ccccc2)c2ccccc2)cc1. Starting materials: CCCCc1nc(Cl)c(C(=O)O)n1Cc1ccc(-c2ccccc2-c2nnn[nH]2)cc1, CCCCc1nc(Cl)c(C(=O)O)n1Cc1ccc(-c2ccccc2-c2nnnn2C(c2ccccc2)(c2ccccc2)c2ccccc2)cc1, CCOP(=O)(CO)OCC. RXN SMILES: [CH2:1]([c:2]1[n:3]([CH2:4][c:5]2[cH:6][cH:7][c:8](-[c:9]3[cH:10][cH:11][cH:12][cH:13][c:14]3-[c:15]3[nH:16][n:17][n:18][n:19]3)[cH:20][cH:21]2)[c:22]([C:23]([OH:24])=[O:25])[c:26]([Cl:27])[n:28]1)[CH2:29][CH2:30][CH3:31].[CH2:32]([CH2:33][CH2:34][CH3:35])[c:36]1[n:37]([CH2:45][c:46]2[cH:47][cH:48][c:49](-[c:52]3[c:53](-[c:58]4[n:59][n:60][n:61][n:62]4[C:63]([c:64]4[cH:65][cH:66][cH:67][cH:68][cH:69]4)([c:70]4[cH:71][cH:72][cH:73][cH:74][cH:75]4)[c:76]4[cH:77][cH:78][cH:79][cH:80][cH:81]4)[cH:54][cH:55][cH:56][cH:57]3)[cH:50][cH:51]2)[c:38]([C:42](=[O:43])[OH:44])[c:39]([Cl:41])[n:40]1.[OH:82][CH2:83][P:84]([O:85][CH2:86][CH3:87])([O:88][CH2:89][CH3:90])=[O:91]>>[CH2:32]([CH2:33][CH2:34][CH3:35])[c:36]1[n:37]([CH2:45][c:46]2[cH:47][cH:48][c:49](-[c:52]3[c:53](-[c:58]4[n:59][n:60][n:61][n:62]4[C:63]([c:64]4[cH:65][cH:66][cH:67][cH:68][cH:69]4)([c:70]4[cH:71][cH:72][cH:73][cH:74][cH:75]4)[c:76]4[cH:77][cH:78][cH:79][cH:80][cH:81]4)[cH:54][cH:55][cH:56][cH:57]3)[cH:50][cH:51]2)[c:38]([C:42](=[O:43])[O:44][CH2:83][P:84]([O:85][CH2:86][CH3:87])([O:88][CH2:89][CH3:90])=[O:91])[c:39]([Cl:41])[n:40]1. The reactants are CC=1C(=CC=2C(CCC(C2C1)(C)C)(C)C)[Se]C#CC1=NC=C(C(=O)O)C=C1 (6-(3,5,5,8,8-pentamethyl-5,6,7,8-tetrahydro-2-naphthylselanylethynyl)nicotinic acid), ON1N=NC2=C1C=CC=C2 (1-hydroxybenzotriazole), C1(CCCCC1)N=C=NC1CCCCC1 (1,3-dicyclohexylcarbodiimide), N1CCOCC1 (morpholine). Solvent: C1CCOC1 (THF). Product: N1(CCOCC1)C(=O)C=1C=NC(=CC1)C#C[Se]C1=CC=2C(CCC(C2C=C1C)(C)C)(C)C (Morpholin-4-yl-[6-(3,5,5,8,8-pentamethyl-5,6,7,8-tetrahydro-2-naphthylselanylethynyl)-3-pyridyl]methanone). As a reaction SMILES: [CH3:1][C:2]1[C:3]([Se:16][C:17]#[C:18][C:19]2[CH:27]=[CH:26][C:22]([C:23]([OH:25])=O)=[CH:21][N:20]=2)=[CH:4][C:5]2[C:6]([CH3:15])([CH3:14])[CH2:7][CH2:8][C:9]([CH3:13])([CH3:12])[C:10]=2[CH:11]=1.ON1C2C=CC=CC=2N=N1.C1(N=C=NC2CCCCC2)CCCCC1.[NH:53]1[CH2:58][CH2:57][O:56][CH2:55][CH2:54]1>C1COCC1>[N:53]1([C:23]([C:22]2[CH:21]=[N:20][C:19]([C:18]#[C:17][Se:16][C:3]3[C:2]([CH3:1])=[CH:11][C:10]4[C:9]([CH3:13])([CH3:12])[CH2:8][CH2:7][C:6]([CH3:15])([CH3:14])[C:5]=4[CH:4]=3)=[CH:27][CH:26]=2)=[O:25])[CH2:58][CH2:57][O:56][CH2:55][CH2:54]1. Procedure details: In a manner similar to that of Example 10, 300 mg (0.72 mmol) of 6-(3,5,5,8,8-pentamethyl-5,6,7,8-tetrahydro-2-naphthylselanylethynyl)nicotinic acid are reacted with 194 mg (1.45 mmol) of 1-hydroxybenzotriazole, 300 mg (1.45 mmol) of 1,3-dicyclohexylcarbodiimide and 75.7 mg (0.87 mmol) of morpholine in 20 ml of THF. After purification on a column of silica (ethyl acetate 20/heptane 80), 60 mg (17%) of a colourless oil are obtained. Starting materials: C, CCCc1ccc(C=CC2CCC(=O)CC2)cc1, CCO, Cc1ccccc1, [Pd]. Yields the product CCCc1ccc(CCC2CCC(=O)CC2)cc1. As a reaction SMILES: [C:22].[CH2:4]([CH2:5][CH3:6])[c:7]1[cH:8][cH:9][c:10]([CH:13]=[CH:14][CH:15]2[CH2:16][CH2:17][C:18](=[O:21])[CH2:19][CH2:20]2)[cH:11][cH:12]1.[CH3:1][CH2:2][OH:3].[CH3:24][c:25]1[cH:26][cH:27][cH:28][cH:29][cH:30]1.[Pd:23]>>[CH2:4]([CH2:5][CH3:6])[c:7]1[cH:8][cH:9][c:10]([CH2:13][CH2:14][CH:15]2[CH2:16][CH2:17][C:18](=[O:21])[CH2:19][CH2:20]2)[cH:11][cH:12]1.